This data is from the Open Reaction Database (ORD), a public repository of structured organic reaction records. The task is: describe an organic reaction: reactants, conditions, products, and yield Reaction SMILES: Br[C:2]1[C:3](=[O:20])[N:4]([C:14]2[CH:19]=[CH:18][CH:17]=[CH:16][CH:15]=2)[CH:5]=[C:6]([C:8]2[CH:13]=[CH:12][CH:11]=[CH:10][N:9]=2)[CH:7]=1.[NH2:21][C:22]1[CH:27]=[CH:26][CH:25]=[CH:24][CH:23]=1.CC(C)([O-])C.[Na+]>C1(C)C=CC=CC=1.C([O-])(=O)C.[Pd+2].C([O-])(=O)C.C1(P(C2C=CC=CC=2)[C-]2C=CC=C2)C=CC=CC=1.[C-]1(P(C2C=CC=CC=2)C2C=CC=CC=2)C=CC=C1.[Fe+2]>[C:22]1([NH:21][C:2]2[C:3](=[O:20])[N:4]([C:14]3[CH:19]=[CH:18][CH:17]=[CH:16][CH:15]=3)[CH:5]=[C:6]([C:8]3[CH:13]=[CH:12][CH:11]=[CH:10][N:9]=3)[CH:7]=2)[CH:27]=[CH:26][CH:25]=[CH:24][CH:23]=1 |f:2.3,5.6.7,8.9.10|. Run at temperature 110 celsius. The yield is 85.5%. Product: C1(=CC=CC=C1)NC=1C(N(C=C(C1)C1=NC=CC=C1)C1=CC=CC=C1)=O (3-Phenylamino-5-(2-pyridyl)-1-phenyl-1,2-dihydropyridin-2-one). The solvent is C1(=CC=CC=C1)C (toluene). Reagents/catalysts: C(C)(=O)[O-].[Pd+2].C(C)(=O)[O-] (palladium acetate), C1(=CC=CC=C1)P([C-]1C=CC=C1)C1=CC=CC=C1.[C-]1(C=CC=C1)P(C1=CC=CC=C1)C1=CC=CC=C1.[Fe+2] (1,1′-bis(diphenylphosphino)ferrocene). The reactants are BrC=1C(N(C=C(C1)C1=NC=CC=C1)C1=CC=CC=C1)=O (3-bromo-5-(2-pyridyl)-1-phenyl-1,2-dihydropyridin-2-one), NC1=CC=CC=C1 (aniline), CC(C)([O-])C.[Na+] (sodium tert-butoxide). Procedure details: 53 mg of 3-bromo-5-(2-pyridyl)-1-phenyl-1,2-dihydropyridin-2-one and 23 mg of aniline were dissolved in 10 ml of toluene, to which 2 mg of palladium acetate, 7 mg of 1,1′-bis(diphenylphosphino)ferrocene and 23 mg of sodium tert-butoxide were added, and the mixture was stirred at 110° C. for a night. The reaction solution was cooled to room temperature, filtered by silica gel and washed with ether, and the filtrate was distilled under a vacuum to remove the solvent. The residue was refined by sil... Reactants: solution, BrC=1C=C(C=CC1)C1=NN2C(N=C(C(=C2Cl)C(C(=O)OC)=O)C)=C1 (methyl 2-(2-(3-bromophenyl)-7-chloro-5-methylpyrazolo[1,5-a]pyrimidin-6-yl)-2-oxoacetate), CB1OC([C@@H]2N1CCC2)(C2=CC=CC=C2)C2=CC=CC=C2.C1(=CC=CC=C1)C ((R)-1-methyl-3,3-diphenylhexahydropyrrolo[1,2-c][1,3,2]oxazaborole toluene), C(=O)([O-])[O-].[Na+].[Na+] (Na2CO3). The solvent is C1(=CC=CC=C1)C (toluene), C1(=CC=CC=C1)C (toluene), CCOC(=O)C (EtOAc). Run at temperature -35 celsius, time 30 minute. Product: BrC=1C=C(C=CC1)C1=NN2C(N=C(C(=C2Cl)[C@@H](C(=O)OC)O)C)=C1 ((S)-methyl 2-(2-(3-bromophenyl)-7-chloro-5-methylpyrazolo[1,5-a]pyrimidin-6-yl)-2-hydroxyacetate). Yield: 85.2%. As a reaction SMILES: [Br:1][C:2]1[CH:3]=[C:4]([C:8]2[CH:24]=[C:11]3[N:12]=[C:13]([CH3:23])[C:14]([C:17](=[O:22])[C:18]([O:20][CH3:21])=[O:19])=[C:15]([Cl:16])[N:10]3[N:9]=2)[CH:5]=[CH:6][CH:7]=1.CB1N2CCC[C@@H]2C(C2C=CC=CC=2)(C2C=CC=CC=2)O1.C1(C)C=CC=CC=1.C([O-])([O-])=O.[Na+].[Na+]>C1(C)C=CC=CC=1.CCOC(C)=O>[Br:1][C:2]1[CH:3]=[C:4]([C:8]2[CH:24]=[C:11]3[N:12]=[C:13]([CH3:23])[C:14]([C@H:17]([OH:22])[C:18]([O:20][CH3:21])=[O:19])=[C:15]([Cl:16])[N:10]3[N:9]=2)[CH:5]=[CH:6][CH:7]=1 |f:1.2,3.4.5|. Procedure: To a stirred solution of methyl 2-(2-(3-bromophenyl)-7-chloro-5-methylpyrazolo[1,5-a]pyrimidin-6-yl)-2-oxoacetate (14 g, 34.3 mmol) in anhydrous toluene (400 mL) was added 1.1M (R)-1-methyl-3,3-diphenylhexahydropyrrolo[1,2-c][1,3,2]oxazaborole/toluene (12.5 mL, 13.7 mmol). The mixture was cooled to −35° C. and then a 4.17M solution of catechoborane/toluene (11.7 mL, 48 mmol) was added over the course of 10 min. After 30 min, the reaction mixture was slowly warmed to −15° C. and stirred for addit... Starting materials: CCCC[Sn](CCCC)(CCCC)c1ncco1, COCCOC, Cc1cccc2cc(C=O)c(Cl)nc12, c1ccc(P(c2ccccc2)(c2ccccc2)[Pd](P(c2ccccc2)(c2ccccc2)c2ccccc2)(P(c2ccccc2)(c2ccccc2)c2ccccc2)P(c2ccccc2)(c2ccccc2)c2ccccc2)cc1. Yields the product Cc1cccc2cc(C=O)c(-c3ncco3)nc12. As a reaction SMILES: [CH2:15]([Sn:16]([CH2:17][CH2:18][CH2:19][CH3:25])([c:20]1[o:21][cH:22][cH:23][n:24]1)[CH2:26][CH2:27][CH2:28][CH3:29])[CH2:30][CH2:31][CH3:32].[CH3:33][O:34][CH2:35][CH2:36][O:37][CH3:38].[Cl:1][c:2]1[n:3][c:4]2[c:5]([CH3:14])[cH:6][cH:7][cH:8][c:9]2[cH:10][c:11]1[CH:12]=[O:13].[cH:39]1[cH:40][cH:41][c:42]([P:43]([Pd:44]([P:45]([c:46]2[cH:47][cH:48][cH:49][cH:50][cH:51]2)([c:52]2[cH:53][cH:54][cH:55][cH:56][cH:57]2)[c:58]2[cH:59][cH:60][cH:61][cH:62][cH:63]2)([P:64]([c:65]2[cH:66][cH:67][cH:68][cH:69][cH:70]2)([c:71]2[cH:72][cH:73][cH:74][cH:75][cH:76]2)[c:77]2[cH:78][cH:79][cH:80][cH:81][cH:82]2)[P:83]([c:84]2[cH:85][cH:86][cH:87][cH:88][cH:89]2)([c:90]2[cH:91][cH:92][cH:93][cH:94][cH:95]2)[c:96]2[cH:97][cH:98][cH:99][cH:100][cH:101]2)([c:102]2[cH:103][cH:104][cH:105][cH:106][cH:107]2)[c:108]2[cH:109][cH:110][cH:111][cH:112][cH:113]2)[cH:114][cH:115]1>>[c:2]1(-[c:20]2[o:21][cH:22][cH:23][n:24]2)[n:3][c:4]2[c:5]([CH3:14])[cH:6][cH:7][cH:8][c:9]2[cH:10][c:11]1[CH:12]=[O:13]. Starting materials: Cl (hydrochloric acid), resultant solution, [BH4-].[Na+] (sodium borohydride), BrC=1C=C2CCC(C2=CC1)=O (5-bromo-2,3-dihydro-1H-inden-1-one). Solvent: CO (methanol). The product is BrC=1C=C2CCC(C2=CC1)O (5-bromo-2,3-dihydro-1H-inden-1-ol). Yield: 99.1%. As a reaction SMILES: [Br:1][C:2]1[CH:3]=[C:4]2[C:8](=[CH:9][CH:10]=1)[C:7](=[O:11])[CH2:6][CH2:5]2.[BH4-].[Na+].Cl>CO>[Br:1][C:2]1[CH:3]=[C:4]2[C:8](=[CH:9][CH:10]=1)[CH:7]([OH:11])[CH2:6][CH2:5]2 |f:1.2|. Procedure: 5-bromo-2,3-dihydro-1H-inden-1-one (2.0 g) was dissolved in methanol (20 mL), and to the resultant solution, sodium borohydride (0.54 g) was added at room temperature, followed by stirring the resultant reaction mixture at room temperature for 14 hours. To the reaction mixture, 1M hydrochloric acid (50 mL) was added, followed by extracting the resultant reaction mixture with ethyl acetate (50 mL) three times, and the organic phase was washed sequentially with water (50 mL) and a saturated saline... Reaction SMILES: [Cl:1][C:2]1[CH:3]=[CH:4][C:5]2[N:11]=[C:10](SC)[CH2:9][N:8]=[C:7]([C:14]3[CH:19]=[CH:18][CH:17]=[CH:16][CH:15]=3)[C:6]=2[CH:20]=1.O.[NH2:22][NH2:23]>C(O)C>[Cl:1][C:2]1[CH:3]=[CH:4][C:5]2[N:11]=[C:10]([NH:22][NH2:23])[CH2:9][N:8]=[C:7]([C:14]3[CH:19]=[CH:18][CH:17]=[CH:16][CH:15]=3)[C:6]=2[CH:20]=1 |f:1.2|. The solvent is C(C)O (ethanol). Reported procedure: To a solution of 2 parts of 7-chloro-2-methylmercapto-5-phenyl-3H-1,4-benzodiazepine in 70 parts by volume of ethanol is added 5 parts by volume of 80% hydrazine hydrate and the mixture is allowed to stand at room temperature for 3 days. After evaporation of the solvent, a small amount of water is added to the residue, whereby 7-chloro-2-hydrazino-5-phenyl-3H-1,4-benzodiazepine is obtained as crystals. Recrystallization from a mixture of methylene chloride and benzene gives crystals. Melting poi... Reactants: ClC=1C=CC2=C(C(=NCC(=N2)SC)C2=CC=CC=C2)C1 (7-chloro-2-methylmercapto-5-phenyl-3H-1,4-benzodiazepine), O.NN (hydrazine hydrate). Yields the product ClC=1C=CC2=C(C(=NCC(=N2)NN)C2=CC=CC=C2)C1 (7-chloro-2-hydrazino-5-phenyl-3H-1,4-benzodiazepine). Conditions: time 3 day. Starting materials: CN(C)C=O, C=Cc1ccc(CCl)cc1, N#CC(C#N)CCC(F)(F)F, [H-], [Na+]. The product is C=Cc1ccc(CC(C#N)(C#N)CCC(F)(F)F)cc1. RXN SMILES: [CH3:24][N:25]([CH3:26])[CH:27]=[O:28].[CH:1](=[CH2:2])[c:3]1[cH:4][cH:5][c:6]([CH2:7][Cl:8])[cH:9][cH:10]1.[F:13][C:14]([CH2:15][CH2:16][CH:17]([C:18]#[N:19])[C:20]#[N:21])([F:22])[F:23].[H-:11].[Na+:12]>>[CH:1](=[CH2:2])[c:3]1[cH:4][cH:5][c:6]([CH2:7][C:17]([CH2:16][CH2:15][C:14]([F:13])([F:22])[F:23])([C:18]#[N:19])[C:20]#[N:21])[cH:9][cH:10]1. Reactants: 23.8, ClC1=C(C(=CC=C1)Cl)NC(CN1CC2N(CC1)C(NC2=O)(C)C)=O (N-(2,6-dichlorophenyl)hexahydro-3,3-dimethyl-1-oxoimidazo[1,5-a]pyrazine-7(8H)-acetamide), Cl (hydrochloric acid), C([O-])([O-])=O.[Na+].[Na+] (sodium carbonate). The product is 13.6, NC(=O)C1CN(CCN1)CC(=O)NC1=C(C=CC=C1Cl)Cl (3-(aminocarbonyl)-N-(2,6-dichlorophenyl)-1-piperazineacetamide). The yield is 64.0%. Reaction SMILES: [Cl:1][C:2]1[CH:7]=[CH:6][CH:5]=[C:4]([Cl:8])[C:3]=1[NH:9][C:10](=[O:24])[CH2:11][N:12]1[CH2:17][CH2:16][N:15]2C(C)(C)[NH:19][C:20](=[O:21])[CH:14]2[CH2:13]1.Cl.C(=O)([O-])[O-].[Na+].[Na+]>>[NH2:19][C:20]([CH:14]1[NH:15][CH2:16][CH2:17][N:12]([CH2:11][C:10]([NH:9][C:3]2[C:2]([Cl:1])=[CH:7][CH:6]=[CH:5][C:4]=2[Cl:8])=[O:24])[CH2:13]1)=[O:21] |f:2.3.4|. Procedure details: A mixture of 23.8 parts of N-(2,6-dichlorophenyl)hexahydro-3,3-dimethyl-1-oxoimidazo[1,5-a]pyrazine-7(8H)-acetamide and 256 parts of a hydrochloric acid solution 0.5N was stirred and refluxed for 2 hours. The reaction mixture was cooled overnight to room temperature, alkalized and salted out with sodium carbonate. The product was extracted with trichloromethane. The extract was filtered and the filtrate was dried, filtered and evaporated. The residue was crystallized from acetonitrile, yielding ... Starting materials: CN1C(=O)N(C=2N=CNC2C1=O)C (1,3-dimethylxanthine), C([O-])([O-])=O.[K+].[K+] (potassium carbonate), O([Si](C)(C)C(C)(C)C)C1=CC=C(C(=O)C2=CC=C(CBr)C=C2)C=C1 (4-(4-t-butyldimethylsiloxybenzoyl)benzyl bromide). Solvent: CN(C)C=O (DMF), O (water). Product: OC1=CC=C(C(=O)C2=CC=C(CN3C=NC=4N(C(N(C(C34)=O)C)=O)C)C=C2)C=C1 (7-[4-(4-Hydroxybenzoyl)benzyl]-1,3-dimethylxanthine). The yield is 109.7%. Reaction SMILES: [CH3:1][N:2]1[C:11](=[O:12])[C:10]2[NH:9][CH:8]=[N:7][C:6]=2[N:5]([CH3:13])[C:3]1=[O:4].C(=O)([O-])[O-].[K+].[K+].[O:20]([C:28]1[CH:43]=[CH:42][C:31]([C:32]([C:34]2[CH:41]=[CH:40][C:37]([CH2:38]Br)=[CH:36][CH:35]=2)=[O:33])=[CH:30][CH:29]=1)[Si](C(C)(C)C)(C)C>CN(C=O)C.O>[OH:20][C:28]1[CH:29]=[CH:30][C:31]([C:32]([C:34]2[CH:41]=[CH:40][C:37]([CH2:38][N:9]3[C:10]4[C:11](=[O:12])[N:2]([CH3:1])[C:3](=[O:4])[N:5]([CH3:13])[C:6]=4[N:7]=[CH:8]3)=[CH:36][CH:35]=2)=[O:33])=[CH:42][CH:43]=1 |f:1.2.3|. Reported procedure: A solution of 1,3-dimethylxanthine (742 mg), potassium carbonate (569 mg) and 4-(4-t-butyldimethylsiloxybenzoyl)benzyl bromide (2292 mg) in DMF (10 ml) was stirred at 60° C. for 5 hours. This reaction mixture was poured in water and extracted with ethyl acetate. The extract was washed with water, dried, and concentrated. The residue was purified by silica gel column chromatography (hexane: ethyl acetate =1:3) and recrystallized from chloroform-isopropyl ether to provide the title compound as col... Reactants: COC(C[C@@H]1COC2=C1C=CC(=C2)O[C@@H]2CCC1=C(C=CC(=C21)F)B2OC(C(O2)(C)C)(C)C)=O ({(S)-6-[(R)-7-fluoro-4-(4,4,5,5-tetramethyl-[1,3,2]dioxaborolan-2-yl)-indan-1-yloxy]-2,3-dihydro-benzofuran-3-yl}-acetic acid methyl ester), BrC1=C(C=C(C=C1C)C=1N=NC(=CC1)C)C (3-(4-bromo-3,5-dimethyl-phenyl)-6-methyl-pyridazine), BrC1=C2CC[C@H](C2=C(C=C1)F)OC1=CC2=C([C@@H](CO2)CC(=O)OC)C=C1 (Methyl 2-((S)-6-((R)-4-bromo-7-fluoro-2,3-dihydro-1H-inden-1-yloxy)-2,3-dihydrobenzofuran-3-yl)acetate). Product: COC(C[C@@H]1COC2=C1C=CC(=C2)O[C@@H]2CCC1=C(C=CC(=C21)F)C2=C(C=C(C=C2C)C=2N=NC(=CC2)C)C)=O ({(S)-6-[(R)-4-(2,6-Dimethyl-4-(6-methyl-pyridazin-3-yl)-phenyl)-7-fluoro-indan-1-yloxy]-2,3-dihydro-benzofuran-3-yl}-acetic acid methyl ester). Reaction SMILES: [CH3:1][O:2][C:3](=[O:34])[CH2:4][C@H:5]1[C:9]2[CH:10]=[CH:11][C:12]([O:14][C@H:15]3[C:23]4[C:18](=[C:19](B5OC(C)(C)C(C)(C)O5)[CH:20]=[CH:21][C:22]=4[F:24])[CH2:17][CH2:16]3)=[CH:13][C:8]=2[O:7][CH2:6]1.Br[C:36]1[C:41]([CH3:42])=[CH:40][C:39]([C:43]2[N:44]=[N:45][C:46]([CH3:49])=[CH:47][CH:48]=2)=[CH:38][C:37]=1[CH3:50].BrC1C=CC(F)=C2C=1CC[C@H]2OC1C=CC2[C@H](CC(OC)=O)COC=2C=1>>[CH3:1][O:2][C:3](=[O:34])[CH2:4][C@H:5]1[C:9]2[CH:10]=[CH:11][C:12]([O:14][C@H:15]3[C:23]4[C:18](=[C:19]([C:36]5[C:37]([CH3:50])=[CH:38][C:39]([C:43]6[N:44]=[N:45][C:46]([CH3:49])=[CH:47][CH:48]=6)=[CH:40][C:41]=5[CH3:42])[CH:20]=[CH:21][C:22]=4[F:24])[CH2:17][CH2:16]3)=[CH:13][C:8]=2[O:7][CH2:6]1. Procedure details: The title compound is prepared from {(S)-6-[(R)-7-fluoro-4-(4,4,5,5-tetramethyl-[1,3,2]dioxaborolan-2-yl)-indan-1-yloxy]-2,3-dihydro-benzofuran-3-yl}-acetic acid methyl ester and 3-(4-bromo-3,5-dimethyl-phenyl)-6-methyl-pyridazine following a procedure analogous to that described in Step 5 of Intermediate 1. LC (method 26): tR=0.75 min; Mass spectrum (ESI+): m/z=539 [M+H]+. Reactants: COC(=O)C=Cc1ccc2c(c1)C(=O)N(Cc1ccccc1)C1(CCN(C(=O)OC(C)(C)C)CC1)O2, [Na+], [OH-]. Product: CC(C)(C)OC(=O)N1CCC2(CC1)Oc1ccc(C=CC(=O)O)cc1C(=O)N2Cc1ccccc1. RXN SMILES: [CH3:1][O:2][C:3]([CH:4]=[CH:5][c:6]1[cH:7][cH:8][c:9]2[c:10]([cH:35]1)[C:11](=[O:34])[N:12]([CH2:27][c:28]1[cH:29][cH:30][cH:31][cH:32][cH:33]1)[C:13]1([O:14]2)[CH2:15][CH2:16][N:17]([C:20](=[O:21])[O:22][C:23]([CH3:24])([CH3:25])[CH3:26])[CH2:18][CH2:19]1)=[O:36].[Na+:38].[OH-:37]>>[O:2]=[C:3]([CH:4]=[CH:5][c:6]1[cH:7][cH:8][c:9]2[c:10]([cH:35]1)[C:11](=[O:34])[N:12]([CH2:27][c:28]1[cH:29][cH:30][cH:31][cH:32][cH:33]1)[C:13]1([O:14]2)[CH2:15][CH2:16][N:17]([C:20](=[O:21])[O:22][C:23]([CH3:24])([CH3:25])[CH3:26])[CH2:18][CH2:19]1)[OH:36].